This data is from the Open Reaction Database (ORD), a public repository of structured organic reaction records. The task is: describe an organic reaction: reactants, conditions, products, and yield Reactants: C1CCOC1, CC(C)[N-]C(C)C, CCI, [Li+], O, O=S(=O)(c1ccccc1)n1ccc2ccccc21. The product is CCc1cc2ccccc2n1S(=O)(=O)c1ccccc1. As a reaction SMILES: [CH2:31]1[O:32][CH2:33][CH2:34][CH2:35]1.[CH:1]([CH3:2])([N-:3][CH:4]([CH3:5])[CH3:6])[CH3:7].[I:27][CH2:28][CH3:29].[Li+:8].[OH2:30].[c:9]1([S:15](=[O:16])(=[O:17])[n:18]2[cH:19][cH:20][c:21]3[cH:22][cH:23][cH:24][cH:25][c:26]23)[cH:10][cH:11][cH:12][cH:13][cH:14]1>>[CH2:1]([CH3:2])[c:19]1[n:18]([S:15]([c:9]2[cH:10][cH:11][cH:12][cH:13][cH:14]2)(=[O:16])=[O:17])[c:26]2[c:21]([cH:20]1)[cH:22][cH:23][cH:24][cH:25]2. Isolated yield 82.7%. Product: FC=1C=C(C=CC1F)NC(=O)NC1=CC=C(C=C1)OC1=CC=NC2=CC(=C(C=C12)OC)OC (N-(3, 4-Difluorophenyl)-N'-(4-[(6,7-dimethoxy-4-quinolyl)oxy]phenyl)urea). The reactants are C(O)([O-])=O.[Na+] (sodium hydrogen carbonate), COC=1C=C2C(=CC=NC2=CC1OC)OC1=CC=C(C=C1)N (6,7-Dimethoxy-4-(4-aminophenoxy)quinoline), FC=1C=C(N)C=CC1F (3,4-Difluoroaniline), ClC(Cl)(OC(OC(Cl)(Cl)Cl)=O)Cl (triphosgene). Reported procedure: 6,7-Dimethoxy-4-(4-aminophenoxy)quinoline (50 mg) was dissolved in toluene (5 ml) with heat, after the addition of triethylamine (1 ml), triphosgene (55 mg) was added, and the admixture was refluxed with heat for 3 minutes. 3,4-Difluoroaniline (66 mg) was added to the reaction mixture, and the admixture was refluxed with heat for 20 minutes. After the addition of aqueous sodium hydrogen carbonate, the reaction mixture was extracted 2 times with ethyl acetate, and the organic layer was then washe... Solvent: C1(=CC=CC=C1)C (toluene), C(C)N(CC)CC (triethylamine). Reaction SMILES: [CH3:1][O:2][C:3]1[CH:4]=[C:5]2[C:10](=[CH:11][C:12]=1[O:13][CH3:14])[N:9]=[CH:8][CH:7]=[C:6]2[O:15][C:16]1[CH:21]=[CH:20][C:19]([NH2:22])=[CH:18][CH:17]=1.ClC(Cl)(O[C:27](=[O:33])OC(Cl)(Cl)Cl)Cl.[F:35][C:36]1[CH:37]=[C:38]([CH:40]=[CH:41][C:42]=1[F:43])[NH2:39].C(=O)([O-])O.[Na+]>C1(C)C=CC=CC=1.C(N(CC)CC)C>[F:35][C:36]1[CH:37]=[C:38]([NH:39][C:27]([NH:22][C:19]2[CH:18]=[CH:17][C:16]([O:15][C:6]3[C:5]4[C:10](=[CH:11][C:12]([O:13][CH3:14])=[C:3]([O:2][CH3:1])[CH:4]=4)[N:9]=[CH:8][CH:7]=3)=[CH:21][CH:20]=2)=[O:33])[CH:40]=[CH:41][C:42]=1[F:43] |f:3.4|. The reactants are C(CC#C)O (but-3-yn-1-ol), C(=O)C1=CC(=C(C=C1)NC(C)=O)I (N-(4-formyl-2-iodo-phenyl)-acetamide). Reagents/catalysts: Cl[Pd]([P](C1=CC=CC=C1)(C2=CC=CC=C2)C3=CC=CC=C3)([P](C4=CC=CC=C4)(C5=CC=CC=C5)C6=CC=CC=C6)Cl (PdCl2(PPh3)2), [Cu]I (copper (I) iodide). Run in CN(C)C=O (DMF), C(C)N(CC)CC (triethylamine), CN(C)C=O (DMF), C(C)N(CC)CC (triethylamine). Conditions: temperature 80 celsius, time 4 hour. Yields the product C(=O)C1=CC(=C(C=C1)NC(C)=O)C#CCCO (N-[4-formyl-2-(4-hydroxy-but-1-ynyl)-phenyl]-acetamide). RXN SMILES: [CH:1]([C:3]1[CH:8]=[CH:7][C:6]([NH:9][C:10](=[O:12])[CH3:11])=[C:5](I)[CH:4]=1)=[O:2].[CH2:14]([OH:18])[CH2:15][C:16]#[CH:17]>CN(C=O)C.C(N(CC)CC)C.Cl[Pd](Cl)([P](C1C=CC=CC=1)(C1C=CC=CC=1)C1C=CC=CC=1)[P](C1C=CC=CC=1)(C1C=CC=CC=1)C1C=CC=CC=1.[Cu]I>[CH:1]([C:3]1[CH:8]=[CH:7][C:6]([NH:9][C:10](=[O:12])[CH3:11])=[C:5]([C:17]#[C:16][CH2:15][CH2:14][OH:18])[CH:4]=1)=[O:2] |^1:33,52|. Reported procedure: To a degassed solution of N-(4-formyl-2-iodo-phenyl)-acetamide (0.810 g, 2.82 mmol) in DMF (25 mL) and triethylamine (5 mL) were added PdCl2(PPh3)2 (0.10 g, 0.14 mmol) and copper (I) iodide (0.16 g, 0.85 mmol). A degassed solution of but-3-yn-1-ol (0.27 g, 0.29 mmol) in DMF (8 mL) and triethylamine (2 mL) was added at 80° C. over a period of 1 hour under nitrogen. After the addition, the reaction mixture was stirred at 80° C. for 4 hours, cooled to room temperature, and concentrated under reduce... Reactants: C(C1=CC=CC=C1)N1CC(CCC1)OC1=CC(=C(C=C1)[N+](=O)[O-])CS(=O)(=O)C1=CC=CC2=CC=CC=C12 (1-benzyl-3-[3-(1-naphthylsulfonylmethyl)-4-nitro-phenoxy]-piperidine). Yields the product C(C1=CC=CC=C1)N1CC(CCC1)OC1=CC(=C(C=C1)N)CS(=O)(=O)C1=CC=CC2=CC=CC=C12 (4-(1-Benzylpiperidin-3-yloxy)-2-(1-naphthylsulfonylmethyl)phenylamine). Yield: 88.3%. As a reaction SMILES: [CH2:1]([N:8]1[CH2:13][CH2:12][CH2:11][CH:10]([O:14][C:15]2[CH:20]=[CH:19][C:18]([N+:21]([O-])=O)=[C:17]([CH2:24][S:25]([C:28]3[C:37]4[C:32](=[CH:33][CH:34]=[CH:35][CH:36]=4)[CH:31]=[CH:30][CH:29]=3)(=[O:27])=[O:26])[CH:16]=2)[CH2:9]1)[C:2]1[CH:7]=[CH:6][CH:5]=[CH:4][CH:3]=1>C1COCC1.CO.[Pd]>[CH2:1]([N:8]1[CH2:13][CH2:12][CH2:11][CH:10]([O:14][C:15]2[CH:20]=[CH:19][C:18]([NH2:21])=[C:17]([CH2:24][S:25]([C:28]3[C:37]4[C:32](=[CH:33][CH:34]=[CH:35][CH:36]=4)[CH:31]=[CH:30][CH:29]=3)(=[O:27])=[O:26])[CH:16]=2)[CH2:9]1)[C:2]1[CH:3]=[CH:4][CH:5]=[CH:6][CH:7]=1. The solvent is C1CCOC1 (THF), CO (methanol). Procedure details: A mixture of 1-benzyl-3-[3-(1-naphthylsulfonylmethyl)-4-nitro-phenoxy]-piperidine (1.2 g, 2.3 mmoles) and 10% Pd/C in THF and methanol was hydrogenated in a Parr hydrogenation bottle at 52 lb/in2 overnight. The reaction mixture was filtered through Celite, and the filtrate was concentrated under vacuum to afford the title compound as an off-white solid (1.0 g, 2.03 mmoles). Reagents/catalysts: [Pd] (Pd/C). The reactants are C(C)(C)(C)OC(=O)N[C@@H](CC=1N=CSC1)C(=O)O (N-(t-butoxycarbonyl)-3-(4-thiazolyl)-L-alanine), C(C)(C)(C)OC(=O)N[C@H]([C@H](C[C@H](C(=O)NCCCC)C(C)(C)O)O)CC1CCCCC1 ((2S, 4S, 5S)-5-(t-butoxycarbonylamino)-6-cyclohexyl-4-hydroxy-2-(1-hydroxy-1-methylethyl)-N-butylhexanamide), solution, Cl (hydrogen chloride), P(=O)(OCC)(OCC)C#N (diethyl cyanophosphate). Run in O1CCCC1 (tetrahydrofuran), O1CCOCC1 (dioxane), C(C)N(CC)CC (triethylamine). Reaction conditions: time 30 minute. Yields the product C(C)(C)(C)OC(=O)N[C@@H](CC=1N=CSC1)C(=O)N[C@H]([C@H](C[C@H](C(=O)NCCCC)C(C)(C)O)O)CC1CCCCC1 ((2S, 4S, 5S)-5-[N-(t-butoxycarbonyl)-3-(4-thiazolyl)-L-alanyl]amino-6-cyclohexyl-4-hydroxy-2-(1-hydroxy-1-methylethyl)-N-butylhexanamide). Reaction SMILES: C(OC([NH:8][C@@H:9]([CH2:25][CH:26]1[CH2:31][CH2:30][CH2:29][CH2:28][CH2:27]1)[C@@H:10]([OH:24])[CH2:11][C@@H:12]([C:20]([OH:23])([CH3:22])[CH3:21])[C:13]([NH:15][CH2:16][CH2:17][CH2:18][CH3:19])=[O:14])=O)(C)(C)C.Cl.[C:33]([O:37][C:38]([NH:40][C@H:41]([C:48](O)=[O:49])[CH2:42][C:43]1[N:44]=[CH:45][S:46][CH:47]=1)=[O:39])([CH3:36])([CH3:35])[CH3:34].P(C#N)(OCC)(OCC)=O>O1CCOCC1.O1CCCC1.C(N(CC)CC)C>[C:33]([O:37][C:38]([NH:40][C@H:41]([C:48]([NH:8][C@@H:9]([CH2:25][CH:26]1[CH2:27][CH2:28][CH2:29][CH2:30][CH2:31]1)[C@@H:10]([OH:24])[CH2:11][C@@H:12]([C:20]([OH:23])([CH3:21])[CH3:22])[C:13]([NH:15][CH2:16][CH2:17][CH2:18][CH3:19])=[O:14])=[O:49])[CH2:42][C:43]1[N:44]=[CH:45][S:46][CH:47]=1)=[O:39])([CH3:35])([CH3:36])[CH3:34]. Reported procedure: A mixture of 309 mg (0.698 mmole) of (2S, 4S, 5S)-5-(t-butoxycarbonylamino)-6-cyclohexyl-4-hydroxy-2-(1-hydroxy-1-methylethyl)-N-butylhexanamide (prepared as described in Preparation 29) in 6 ml of a 4N solution of hydrogen chloride in dioxane was stirred at room temperature for 30 minutes under an atmosphere of nitrogen. At the end of this time, the reaction mixture was concentrated by evaporation under reduced pressure, and then benzene was added to the residue. The solvent was removed by dist... Reactants: ClC=1C=NC(=C(C(=O)O)C1)COC1=CC=C(C=C1)Cl (5-Chloro-2-[(4-chlorophenoxy)methyl]nicotinic acid), Cl.N[C@@H](C)C1=CC=C(C(=O)OC)C=C1 (Methyl 4-[(1S)-1-aminoethyl]benzoate hydrochloride). Yields the product ClC=1C=C(C(=NC1)COC1=CC=C(C=C1)Cl)C(=O)N[C@@H](C)C1=CC=C(C(=O)OC)C=C1 (Methyl 4-{(1S)-1-[({5-chloro-2-[(4-chlorophenoxy)methyl]pyridin-3-yl}carbonyl)amino]ethyl}benzoate). Reaction SMILES: [Cl:1][C:2]1[CH:3]=[N:4][C:5]([CH2:11][O:12][C:13]2[CH:18]=[CH:17][C:16]([Cl:19])=[CH:15][CH:14]=2)=[C:6]([CH:10]=1)[C:7]([OH:9])=O.Cl.[NH2:21][C@H:22]([C:24]1[CH:33]=[CH:32][C:27]([C:28]([O:30][CH3:31])=[O:29])=[CH:26][CH:25]=1)[CH3:23]>>[Cl:1][C:2]1[CH:10]=[C:6]([C:7]([NH:21][C@H:22]([C:24]2[CH:33]=[CH:32][C:27]([C:28]([O:30][CH3:31])=[O:29])=[CH:26][CH:25]=2)[CH3:23])=[O:9])[C:5]([CH2:11][O:12][C:13]2[CH:18]=[CH:17][C:16]([Cl:19])=[CH:15][CH:14]=2)=[N:4][CH:3]=1 |f:1.2|. Procedure: The title compound was prepared according to the procedure described in step 6 of Example 1 from 5-chloro-2-[(4-chlorophenoxy)methyl]nicotinic acid (step 2) and methyl 4-[(1S)-1-aminoethyl]benzoate hydrochloride (step 5 of Example 1): Starting materials: C(C)(=O)OCC.CCCCCC (ethyl acetate hexane), C(C)(=O)O[C@@H]1CC2=C[C@H]([C@H]3[C@@H]4CC[C@H](C(C)C5OCC(CO5)(C)C)[C@]4(CC[C@@H]3[C@]2([C@@H]2[C@H]1O2)C)C)O (20-(5,5-dimethyl-1,3-dioxan-2-yl)-1α,2α-epoxy-7α-hydroxypregna-5-en-3β-yl acetate), N1=CC=CC=C1 (pyridine), C(C)(=O)OC(C)=O (acetic anhydride). Reagents/catalysts: CN(C1=CC=NC=C1)C (4-(dimethylamino)pyridine). The solvent is C(Cl)Cl (methylene chloride), C(Cl)Cl (methylene chloride). Conditions: time 10 hour. Product: C(C)(=O)O[C@@H]1CC2=CC[C@H]3[C@@H]4CC[C@H](C5CO5)[C@]4(CC[C@@H]3[C@]2(CC1)C)C (epoxypregn-5-en-3β-yl acetate). The yield is 85.0%. As a reaction SMILES: C(O[C@H]1[C@@H:31]2O[C@@H:30]2[C@@:29]2([CH3:33])[C:7](=[CH:8][C@@H:9](O)[C@@H:10]3[C@@H:28]2[CH2:27][CH2:26][C@@:25]2(C)[C@H:11]3[CH2:12][CH2:13][C@@H:14]2C(C2OCC(C)(C)CO2)C)C1)(=O)C.N1C=CC=CC=1.[C:42]([O:45][C:46](=[O:48])[CH3:47])(=O)[CH3:43].[C:49]([O:52][CH2:53][CH3:54])(=O)C.CCCCCC>CN(C)C1C=CN=CC=1.C(Cl)Cl>[C:46]([O:45][C@H:42]1[CH2:31][CH2:30][C@@:29]2([CH3:33])[C:7](=[CH:8][CH2:9][C@@H:10]3[C@@H:28]2[CH2:27][CH2:26][C@@:25]2([CH3:14])[C@H:11]3[CH2:12][CH2:13][C@@H:54]2[CH:53]2[O:52][CH2:49]2)[CH2:43]1)(=[O:48])[CH3:47] |f:3.4|. Procedure: To a mixture of 49.0 mg (0.1 mmole) of 20-(5,5-dimethyl-1,3-dioxan-2-yl)-1α,2α-epoxy-7α-hydroxypregna-5-en-3β-yl acetate, 0.24 me (3 mmoles) of pyridine, 0.5 mg (0.004 mmole) of 4-(dimethylamino)pyridine and 10 ml of dry methylene chloride was added 0.12 ml (1.3 mmoles) of acetic anhydride dropwise at a temperature of 0° C. and the solution was stirred at room temperature for 10 hours. The reaction mixture was diluted with 20 ml of methylene chloride and washed with cold 1N-hydrochloric acid. Th... Reactants: O (water), OC(C)(C)C=1N=C(N(C1C=1N=NN(N1)C(C1=CC=CC=C1)(C1=CC=CC=C1)C1=CC=CC=C1)CC1=CC=C(C=C1)C1=C(C=CC=C1)C(C(=O)OC)=O)CCC (methyl {4'-[4-(1-hydroxy-1-methylethyl)-2-propyl-5-(2-trityltetrazol-5-yl)imidazol-1-ylmethyl]biphenyl-2-yl}glyoxylate), O (water). The solvent is C(C)(=O)O (acetic acid). Reaction conditions: temperature 70 celsius, time 1.5 hour. Yields the product OC(C)(C)C=1N=C(N(C1C1=NN=NN1)CC1=CC=C(C=C1)C1=C(C=CC=C1)C(C(=O)OC)=O)CCC (Methyl {4'-[4-(1-hydroxy-1-methylethyl)-2-propyl-5-(tetrazol-5-yl)imidazol-1-ylmethyl]biphenyl-2-yl}glyoxylate). The yield is 58.5%. RXN SMILES: O.[OH:2][C:3]([C:6]1[N:7]=[C:8]([CH2:54][CH2:55][CH3:56])[N:9]([CH2:35][C:36]2[CH:41]=[CH:40][C:39]([C:42]3[CH:47]=[CH:46][CH:45]=[CH:44][C:43]=3[C:48](=[O:53])[C:49]([O:51][CH3:52])=[O:50])=[CH:38][CH:37]=2)[C:10]=1[C:11]1[N:12]=[N:13][N:14](C(C2C=CC=CC=2)(C2C=CC=CC=2)C2C=CC=CC=2)[N:15]=1)([CH3:5])[CH3:4]>C(O)(=O)C>[OH:2][C:3]([C:6]1[N:7]=[C:8]([CH2:54][CH2:55][CH3:56])[N:9]([CH2:35][C:36]2[CH:37]=[CH:38][C:39]([C:42]3[CH:47]=[CH:46][CH:45]=[CH:44][C:43]=3[C:48](=[O:53])[C:49]([O:51][CH3:52])=[O:50])=[CH:40][CH:41]=2)[C:10]=1[C:11]1[NH:15][N:14]=[N:13][N:12]=1)([CH3:5])[CH3:4]. Procedure details: 1.5 ml of water were added to a solution of 527 mg of methyl {4'-[4-(1-hydroxy-1-methylethyl)-2-propyl-5-(2-trityltetrazol-5-yl)imidazol-1-ylmethyl]biphenyl-2-yl}glyoxylate [prepared as described in step (a) above] dissolved in 3.5 ml of acetic acid, and the resulting mixture was stirred at 70° C. for 1.5 hours. At the end of this time, 2 ml of water were added to the mixture. The resulting mixture was ice-cooled, and then the precipitate was removed by filtration. The filtrate was concentrated ... The reactants are O=C(n1ccnc1)n1ccnc1, CCOC(C)=O, CN(CCCN)CCC(c1ccccc1)c1ccccn1, CO, N=C(N)Nc1nc(CSCCN)cs1. Yields the product CN(CCCNC(=O)NCCSCc1csc(NC(=N)N)n1)CCC(c1ccccc1)c1ccccn1. As a reaction SMILES: [C:22](=[O:23])([n:24]1[cH:25][cH:26][n:27][cH:28]1)[n:29]1[cH:30][cH:31][n:32][cH:33]1.[C:50]([O:51][CH2:52][CH3:53])(=[O:54])[CH3:55].[CH3:1][N:2]([CH2:3][CH2:4][CH2:5][NH2:6])[CH2:7][CH2:8][CH:9]([c:10]1[n:11][cH:12][cH:13][cH:14][cH:15]1)[c:16]1[cH:17][cH:18][cH:19][cH:20][cH:21]1.[CH3:48][OH:49].[NH:34]([C:35](=[NH:36])[NH2:37])[c:38]1[s:39][cH:40][c:41]([CH2:43][S:44][CH2:45][CH2:46][NH2:47])[n:42]1>>[CH3:1][N:2]([CH2:3][CH2:4][CH2:5][NH:6][C:22](=[O:23])[NH:47][CH2:46][CH2:45][S:44][CH2:43][c:41]1[cH:40][s:39][c:38]([NH:34][C:35](=[NH:36])[NH2:37])[n:42]1)[CH2:7][CH2:8][CH:9]([c:10]1[n:11][cH:12][cH:13][cH:14][cH:15]1)[c:16]1[cH:17][cH:18][cH:19][cH:20][cH:21]1.